Dataset: the Open Reaction Database (ORD), a public repository of structured organic reaction records. Task: describe an organic reaction: reactants, conditions, products, and yield Reactants: CC1=C(C(=NO1)C1=CC=CC=C1)COC1=NC=C(C(=O)O)C=C1 (6-(5-methyl-3-phenyl-isoxazol-4-ylmethoxy)-nicotinic acid), NC1CCOCC1 (4-aminotetrahydropyran). Yields the product CC1=C(C(=NO1)C1=CC=CC=C1)COC1=NC=C(C(=O)NC2CCOCC2)C=C1 (6-(5-Methyl-3-phenyl-isoxazol-4-ylmethoxy)-N-(tetrahydro-pyran-4-yl)-nicotinamide). The yield is 91.0%. Reaction SMILES: [CH3:1][C:2]1[O:6][N:5]=[C:4]([C:7]2[CH:12]=[CH:11][CH:10]=[CH:9][CH:8]=2)[C:3]=1[CH2:13][O:14][C:15]1[CH:23]=[CH:22][C:18]([C:19]([OH:21])=O)=[CH:17][N:16]=1.[NH2:24][CH:25]1[CH2:30][CH2:29][O:28][CH2:27][CH2:26]1>>[CH3:1][C:2]1[O:6][N:5]=[C:4]([C:7]2[CH:8]=[CH:9][CH:10]=[CH:11][CH:12]=2)[C:3]=1[CH2:13][O:14][C:15]1[CH:23]=[CH:22][C:18]([C:19]([NH:24][CH:25]2[CH2:30][CH2:29][O:28][CH2:27][CH2:26]2)=[O:21])=[CH:17][N:16]=1. Procedure: As described for example 12, 6-(5-methyl-3-phenyl-isoxazol-4-ylmethoxy)-nicotinic acid (200 mg, 0.64 mmol) was converted using 4-aminotetrahydropyran instead of 2,2,2-trifluoroethylamine to the title compound (SiO2, heptane:ethyl acetate=80:20 to 20:80, 231 mg, 91%) which was obtained as a white solid. MS: m/e=394.1 [M+H]+. Reactants: C(#N)C1=CC=C(C=C1)CCC1=NC2=C(N1C)C=CC(=C2)NCC2=CC=CC1=CC=CC=C21 (2-[2-(4-Cyanophenyl)-ethyl]-1-methyl-5-naphth-1-ylmethylamino-benzimidazole), C(C1=CC=CC=C1)N=C=O (benzyl isocyanate). Solvent: ClCCl (dichloromethane). Reaction conditions: temperature 50 celsius, time 6 hour. The product is C(#N)C1=CC=C(C=C1)CCC1=NC2=C(N1C)C=CC(=C2)N(C(=O)NCC2=CC=CC=C2)CC2=CC=CC1=CC=CC=C21 (1-{2-[2-(4-cyanophenyl)-ethyl]-1-methyl-benzimidazol-5-yl}-1-(naphth-1-ylmethyl)-3-benzylurea). RXN SMILES: [C:1]([C:3]1[CH:8]=[CH:7][C:6]([CH2:9][CH2:10][C:11]2[N:15]([CH3:16])[C:14]3[CH:17]=[CH:18][C:19]([NH:21][CH2:22][C:23]4[C:32]5[C:27](=[CH:28][CH:29]=[CH:30][CH:31]=5)[CH:26]=[CH:25][CH:24]=4)=[CH:20][C:13]=3[N:12]=2)=[CH:5][CH:4]=1)#[N:2].[CH2:33]([N:40]=[C:41]=[O:42])[C:34]1[CH:39]=[CH:38][CH:37]=[CH:36][CH:35]=1>ClCCl>[C:1]([C:3]1[CH:4]=[CH:5][C:6]([CH2:9][CH2:10][C:11]2[N:15]([CH3:16])[C:14]3[CH:17]=[CH:18][C:19]([N:21]([CH2:22][C:23]4[C:32]5[C:27](=[CH:28][CH:29]=[CH:30][CH:31]=5)[CH:26]=[CH:25][CH:24]=4)[C:41]([NH:40][CH2:33][C:34]4[CH:39]=[CH:38][CH:37]=[CH:36][CH:35]=4)=[O:42])=[CH:20][C:13]=3[N:12]=2)=[CH:7][CH:8]=1)#[N:2]. Reported procedure: 1.37 g (3.3 mmol) of 2-[2-(4-cyanophenyl)-ethyl]-1-methyl-5-naphth-1-ylmethylamino-benzimidazole obtained from Example 1, step d was dissolved in 20 mL of dichloromethane at ambient temperature [and] 0.40 g (3.0 mmol) of benzyl isocyanate are added dropwise to the solution. The mixture was then stirred for 6 h at 50° C. and left to stand overnight. The solution was evaporated down in vacuo using the rotary evaporator and purified by column chromatography on silica gel. Reactants: ClC1=CC=2N(N=C1)C(=CN2)C=2C=C(C=CC2)NC(=O)NCC(F)(F)F (N-[3-(7-chloroimidazo[1,2-b]pyridazin-3-yl)phenyl]-N′-(2,2,2-trifluoroethyl)urea), CC1(OB(OC1(C)C)C=1C=NN(C1)C(C(=O)OCC)C)C (ethyl 2-[4-(4,4,5,5-tetramethyl-1,3,2-dioxaborolan-2-yl)-1H-pyrazol-1-yl]propanoate), [O-]P(=O)([O-])[O-].[K+].[K+].[K+] (K3PO4). Reagents/catalysts: C=1C=CC(=CC1)[P](C=2C=CC=CC2)(C=3C=CC=CC3)[Pd]([P](C=4C=CC=CC4)(C=5C=CC=CC5)C=6C=CC=CC6)([P](C=7C=CC=CC7)(C=8C=CC=CC8)C=9C=CC=CC9)[P](C=1C=CC=CC1)(C=1C=CC=CC1)C=1C=CC=CC1 (tetrakis(triphenylphosphine)palladium(0)). Solvent: O1CCOCC1 (1,4-dioxane), O (water). Conditions: temperature 100 celsius. The product is FC(CNC(=O)NC=1C=C(C=CC1)C1=CN=C2N1N=CC(=C2)C=2C=NN(C2)C(C(=O)O)C)(F)F (2-(4-{3-[3-({[(2,2,2-trifluoroethyl)amino]carbonyl}amino)phenyl]imidazo[1,2-b]pyridazin-7-yl}-1H-pyrazol-1-yl)propanoic acid). As a reaction SMILES: Cl[C:2]1[CH:7]=[N:6][N:5]2[C:8]([C:11]3[CH:12]=[C:13]([NH:17][C:18]([NH:20][CH2:21][C:22]([F:25])([F:24])[F:23])=[O:19])[CH:14]=[CH:15][CH:16]=3)=[CH:9][N:10]=[C:4]2[CH:3]=1.CC1(C)C(C)(C)OB([C:34]2[CH:35]=[N:36][N:37]([CH:39]([CH3:45])[C:40]([O:42]CC)=[O:41])[CH:38]=2)O1.[O-]P([O-])([O-])=O.[K+].[K+].[K+]>O1CCOCC1.O.C1C=CC([P]([Pd]([P](C2C=CC=CC=2)(C2C=CC=CC=2)C2C=CC=CC=2)([P](C2C=CC=CC=2)(C2C=CC=CC=2)C2C=CC=CC=2)[P](C2C=CC=CC=2)(C2C=CC=CC=2)C2C=CC=CC=2)(C2C=CC=CC=2)C2C=CC=CC=2)=CC=1>[F:23][C:22]([F:25])([F:24])[CH2:21][NH:20][C:18]([NH:17][C:13]1[CH:12]=[C:11]([C:8]2[N:5]3[N:6]=[CH:7][C:2]([C:34]4[CH:35]=[N:36][N:37]([CH:39]([CH3:45])[C:40]([OH:42])=[O:41])[CH:38]=4)=[CH:3][C:4]3=[N:10][CH:9]=2)[CH:16]=[CH:15][CH:14]=1)=[O:19] |f:2.3.4.5,^1:65,67,86,105|. Procedure details: A mixture of N-[3-(7-chloroimidazo[1,2-b]pyridazin-3-yl)phenyl]-N′-(2,2,2-trifluoroethyl)urea (0.206 g, 0.556 mmol, Example 30, Step 3), ethyl 2-[4-(4,4,5,5-tetramethyl-1,3,2-dioxaborolan-2-yl)-1H-pyrazol-1-yl]propanoate (0.18 g, 0.61 mmol), tetrakis(triphenylphosphine)palladium(0) (32.1 mg, 0.00278 mmol) and K3PO4 (0.30 g, 1.4 mmol) in 1,4-dioxane (3.0 mL) and water (2.0 mL) was heated at 100° C. under an atmosphere of nitrogen for 3 h. After cooling, the reaction mixture was adjusted to pH=4, ... The reactants are BrCCC(c1ccccc1)c1ccccc1, O=C([O-])[O-], CCOC(C)=O, NC1CC1, [Cs+], [Cs+], CN(C)C=O. The product is c1ccc(C(CCNC2CC2)c2ccccc2)cc1. RXN SMILES: [Br:1][CH2:2][CH2:3][CH:4]([c:5]1[cH:6][cH:7][cH:8][cH:9][cH:10]1)[c:11]1[cH:12][cH:13][cH:14][cH:15][cH:16]1.[C:21](=[O:22])([O-:23])[O-:24].[CH3:32][CH2:33][O:34][C:35]([CH3:36])=[O:37].[CH:17]1([NH2:20])[CH2:18][CH2:19]1.[Cs+:25].[Cs+:26].[O:27]=[CH:28][N:29]([CH3:30])[CH3:31]>>[CH2:2]([CH2:3][CH:4]([c:5]1[cH:6][cH:7][cH:8][cH:9][cH:10]1)[c:11]1[cH:12][cH:13][cH:14][cH:15][cH:16]1)[NH:20][CH:17]1[CH2:18][CH2:19]1.